From a dataset of the Open Reaction Database (ORD), a public repository of structured organic reaction records. describe an organic reaction: reactants, conditions, products, and yield The reactants are N1=CC=CC2=CC=CC(=C12)C(=O)O (quinoline-8-carboxylic acid). Reagents/catalysts: O=[Pt]=O (PtO2). Run in C(C)O (ethanol). Yields the product N1CCCC2=CC=CC(=C12)C(=O)O (1,2,3,4-Tetrahydroquinoline-8-carboxylic acid). The yield is 92.0%. RXN SMILES: [N:1]1[C:10]2[C:5](=[CH:6][CH:7]=[CH:8][C:9]=2[C:11]([OH:13])=[O:12])[CH:4]=[CH:3][CH:2]=1>C(O)C.O=[Pt]=O>[NH:1]1[C:10]2[C:5](=[CH:6][CH:7]=[CH:8][C:9]=2[C:11]([OH:13])=[O:12])[CH2:4][CH2:3][CH2:2]1. Procedure: A solution of quinoline-8-carboxylic acid (85 mg) in ethanol (15 ml) was hydrogenated over PtO2 (250 mg) at 50 psi and room temperature for 2 hours. The catalyst was removed by filtration through keiselguhr and the filtrate concentrated in vacuo to afford the title compound (80 mg). Starting materials: BrCc1ccccc1, [Cl-], [H-], [NH4+], [Na+], OCC1CCC=CO1, C1CCOC1. Yields the product C1=COC(COCc2ccccc2)CC1. As a reaction SMILES: [Br:11][CH2:12][c:13]1[cH:14][cH:15][cH:16][cH:17][cH:18]1.[Cl-:19].[H-:9].[NH4+:20].[Na+:10].[O:1]1[CH:2]([CH2:7][OH:8])[CH2:3][CH2:4][CH:5]=[CH:6]1.[O:21]1[CH2:22][CH2:23][CH2:24][CH2:25]1>>[O:1]1[CH:2]([CH2:7][O:8][CH2:12][c:13]2[cH:14][cH:15][cH:16][cH:17][cH:18]2)[CH2:3][CH2:4][CH:5]=[CH:6]1. Starting materials: BrC=1C=C(C=CC1N1CCN(CC1)S(=O)(=O)C=1SC=CC1)C(C(F)(F)F)(C(F)(F)F)O (2-(3-Bromo-4-(4-(thiophen-2-ylsulfonyl)piperazin-1-yl)phenyl)-1,1,1,3,3,3-hexafluoro-2-propanol), C(C#C)OC (methyl propargyl ether). Yields the product FC(C(C(F)(F)F)(O)C1=CC(=C(C=C1)N1CCN(CC1)S(=O)(=O)C=1SC=CC1)C#CCOC)(F)F (1,1,1,3,3,3-hexafluoro-2-(3-(3-methoxyprop-1-ynyl)-4-(4-(thiophen-2-ylsulfonyl)piperazin-1-yl)phenyl)propan-2-ol). Reaction SMILES: Br[C:2]1[CH:3]=[C:4]([C:22]([OH:31])([C:27]([F:30])([F:29])[F:28])[C:23]([F:26])([F:25])[F:24])[CH:5]=[CH:6][C:7]=1[N:8]1[CH2:13][CH2:12][N:11]([S:14]([C:17]2[S:18][CH:19]=[CH:20][CH:21]=2)(=[O:16])=[O:15])[CH2:10][CH2:9]1.[CH2:32]([O:35][CH3:36])[C:33]#[CH:34]>>[F:24][C:23]([F:26])([F:25])[C:22]([C:4]1[CH:5]=[CH:6][C:7]([N:8]2[CH2:13][CH2:12][N:11]([S:14]([C:17]3[S:18][CH:19]=[CH:20][CH:21]=3)(=[O:16])=[O:15])[CH2:10][CH2:9]2)=[C:2]([C:34]#[C:33][CH2:32][O:35][CH3:36])[CH:3]=1)([OH:31])[C:27]([F:30])([F:29])[F:28]. Reported procedure: Following the procedure outlined for Example 152, 2-(3-Bromo-4-(4-(thiophen-2-ylsulfonyl)piperazin-1-yl)phenyl)-1,1,1,3,3,3-hexafluoro-2-propanol (Example 69) was coupled to methyl propargyl ether (Aldrich, St. Louis, Mo.) to afford 1,1,1,3,3,3-hexafluoro-2-(3-(3-methoxyprop-1-ynyl)-4-(4-(thiophen-2-ylsulfonyl)piperazin-1-yl)phenyl)propan-2-ol. 1H NMR (400 MHz, DMSO-d6) δ 8.71 (s, 1H), 8.10 (dd, J=1.00, 4.90 Hz, 1H), 7.69 (dd, J=0.88, 3.62 Hz, 1H), 7.54-7.60 (m, 2H), 7.33 (dd, J=4.01, 4.79 Hz, 1... Starting materials: NC(=S)N (Thiourea), BrC(C(=O)C=1C=C(C(N(C1C)C1=CC(=CC=C1)C(F)(F)F)=O)C(=O)NC)C1=CC=C(C=C1)Cl (5-[bromo(4-chlorophenyl)acetyl]-N,6-dimethyl-2-oxo-1-[3-(trifluoromethyl)phenyl]-1,2-dihydropyridine-3-carboxamide). Run in C(C)#N (acetonitrile). Run at temperature 120 celsius. Product: NC=1SC(=C(N1)C=1C=C(C(N(C1C)C1=CC(=CC=C1)C(F)(F)F)=O)C(=O)NC)C1=CC=C(C=C1)Cl (5-[2-Amino-5-(4-chlorophenyl)-1,3-thiazol-4-yl]-N,6-dimethyl-2-oxo-1-[3-(trifluoromethyl)-phenyl]-1,2-dihydropyridine-3-carboxamide). Isolated yield 17.5%. As a reaction SMILES: [NH2:1][C:2]([NH2:4])=[S:3].Br[CH:6]([C:31]1[CH:36]=[CH:35][C:34]([Cl:37])=[CH:33][CH:32]=1)[C:7]([C:9]1[CH:10]=[C:11]([C:27]([NH:29][CH3:30])=[O:28])[C:12](=[O:26])[N:13]([C:16]2[CH:21]=[CH:20][CH:19]=[C:18]([C:22]([F:25])([F:24])[F:23])[CH:17]=2)[C:14]=1[CH3:15])=O>C(#N)C>[NH2:1][C:2]1[S:3][C:6]([C:31]2[CH:32]=[CH:33][C:34]([Cl:37])=[CH:35][CH:36]=2)=[C:7]([C:9]2[CH:10]=[C:11]([C:27]([NH:29][CH3:30])=[O:28])[C:12](=[O:26])[N:13]([C:16]3[CH:21]=[CH:20][CH:19]=[C:18]([C:22]([F:24])([F:23])[F:25])[CH:17]=3)[C:14]=2[CH3:15])[N:4]=1. Procedure details: Thiourea (8.5 mg, 0.11 mmol) was added to 5-[bromo(4-chlorophenyl)acetyl]-N,6-dimethyl-2-oxo-1-[3-(trifluoromethyl)phenyl]-1,2-dihydropyridine-3-carboxamide (SM4, mg, 55 mmol) in acetonitrile (1 ml) and the mixture was heated in a microwave oven to 120° C. for 10 min. The crude product was purified on an Xterra C8 column using a gradient of acetonitrile/water. Freeze drying of the mixture afforded the title compound (10 mg, 35%). Reactants: [Cl-].[NH4+] (ammonium chloride), ClCC#N (chloroacetonitrile), BrC=1C(=CC=C2C(=CNC12)C)COC1CN(CCC1C1=CC=C(C=C1)OCCCOCC1=C(C=CC=C1)OC)C(=O)OCC1=CC=CC=C1 (benzyl 3-(7-bromo-3-methyl-1H-indol-6-ylmethoxy)-4-{4-[3-(2-methoxybenzyloxy)propoxy]phenyl}piperidine-1-carboxylate), [H-].[Na+] (sodium hydride). Reagents/catalysts: [I-].C(CCC)[N+](CCCC)(CCCC)CCCC (tetrabutylammonium iodide). Run in CN1CCCN(C1=O)C (DMPU). Run at temperature 0 celsius, time 30 minute. The product is BrC=1C(=CC=C2C(=CN(C12)CC#N)C)COC1CN(CCC1C1=CC=C(C=C1)OCCCOCC1=C(C=CC=C1)OC)C(=O)OCC1=CC=CC=C1 (Benzyl 3-(7-bromo-1-cyanomethyl-3-methyl-1H-indol-6-ylmethoxy)-4-{4-[3-(2-methoxybenzyloxy)propoxy]phenyl}piperidine-1-carboxylate), SiO2. RXN SMILES: [Br:1][C:2]1[C:3]([CH2:12][O:13][CH:14]2[CH:19]([C:20]3[CH:25]=[CH:24][C:23]([O:26][CH2:27][CH2:28][CH2:29][O:30][CH2:31][C:32]4[CH:37]=[CH:36][CH:35]=[CH:34][C:33]=4[O:38][CH3:39])=[CH:22][CH:21]=3)[CH2:18][CH2:17][N:16]([C:40]([O:42][CH2:43][C:44]3[CH:49]=[CH:48][CH:47]=[CH:46][CH:45]=3)=[O:41])[CH2:15]2)=[CH:4][CH:5]=[C:6]2[C:10]=1[NH:9][CH:8]=[C:7]2[CH3:11].[H-].[Na+].Cl[CH2:53][C:54]#[N:55].[Cl-].[NH4+]>CN1C(=O)N(C)CCC1.[I-].C([N+](CCCC)(CCCC)CCCC)CCC>[Br:1][C:2]1[C:3]([CH2:12][O:13][CH:14]2[CH:19]([C:20]3[CH:21]=[CH:22][C:23]([O:26][CH2:27][CH2:28][CH2:29][O:30][CH2:31][C:32]4[CH:37]=[CH:36][CH:35]=[CH:34][C:33]=4[O:38][CH3:39])=[CH:24][CH:25]=3)[CH2:18][CH2:17][N:16]([C:40]([O:42][CH2:43][C:44]3[CH:45]=[CH:46][CH:47]=[CH:48][CH:49]=3)=[O:41])[CH2:15]2)=[CH:4][CH:5]=[C:6]2[C:10]=1[N:9]([CH2:53][C:54]#[N:55])[CH:8]=[C:7]2[CH3:11] |f:1.2,4.5,7.8|. Reported procedure: The solution of 3.38 g of benzyl 3-(7-bromo-3-methyl-1H-indol-6-ylmethoxy)-4-{4-[3-(2-methoxybenzyloxy)propoxy]phenyl}piperidine-1-carboxylate (Example 21b) in 46 ml of DMPU is admixed with stirring at 0° C. with 0.367 g of sodium hydride dispersion (60%). The mixture is stirred at 0° C. over 30 minutes and then admixed with 0.323 ml of chloroacetonitrile and 0.172 g of tetrabutylammonium iodide. The reaction mixture is stirred at room temperature over 16 hours, poured onto 1M ammonium chloride ... Starting materials: C[C@H]1[C@H]2[C@H](C[C@H]3[C@@H]4CC[C@H]5C[C@H](CC[C@]5(C)[C@H]4C([C@H]([C@]23C)O)=O)O)O[C@]12CC[C@@H](C)CO2 ((3β,5α,12β,25R)-spirostan-3,12-diol-11-one), C(C)(C)(C)[Si](Cl)(C)C (t-butyldimethylchlorosilane), N1C=NC=C1 (imidazole). The solvent is CN(C)C=O (DMF). Product: [Si](C)(C)(C(C)(C)C)O[C@@H]1C[C@@H]2CC[C@H]3[C@@H]4C[C@H]5[C@H]([C@H](C)[C@]6(O5)CC[C@@H](C)CO6)[C@]4([C@@H](C([C@@H]3[C@]2(CC1)C)=O)O)C ((3β,5α,12β,25R)-3-(t-butyldimethylsilyloxy)spirostan-12-ol-11-one). As a reaction SMILES: [CH3:1][C@@H:2]1[C@:26]2([O:32][CH2:31][C@H:29]([CH3:30])[CH2:28][CH2:27]2)[O:25][C@H:4]2[CH2:5][C@@H:6]3[C@@:20]([CH3:21])([C@@H:3]12)[C@H:19]([OH:22])[C:18](=[O:23])[C@H:17]1[C@H:7]3[CH2:8][CH2:9][C@@H:10]2[C@:15]1([CH3:16])[CH2:14][CH2:13][C@H:12]([OH:24])[CH2:11]2.[C:33]([Si:37]([CH3:40])([CH3:39])Cl)([CH3:36])([CH3:35])[CH3:34].N1C=CN=C1>CN(C=O)C>[Si:37]([O:24][C@H:12]1[CH2:13][CH2:14][C@@:15]2([CH3:16])[C@@H:10]([CH2:9][CH2:8][C@@H:7]3[C@@H:17]2[C:18](=[O:23])[C@@H:19]([OH:22])[C@@:20]2([CH3:21])[C@H:6]3[CH2:5][C@@H:4]3[O:25][C@@:26]4([O:32][CH2:31][C@H:29]([CH3:30])[CH2:28][CH2:27]4)[C@@H:2]([CH3:1])[C@@H:3]32)[CH2:11]1)([C:33]([CH3:36])([CH3:35])[CH3:34])([CH3:40])[CH3:39]. Reported procedure: Using the procedure described in J. Am. Chem. Soc., 1972, 94, 6190, (3β,5α,12β,25R)-spirostan-3,12-diol-11-one (see preparation G6) was silylated with t-butyldimethylchlorosilane and imidazole in DMF to give the title compound. Starting materials: CN1CCCC1=O, CCOC(C)=O, Cc1c(C(=O)NCCC2CCCCC2)oc2cccc(OCCCBr)c12, NCc1cccnc1. Yields the product Cc1c(C(=O)NCCC2CCCCC2)oc2cccc(OCCCNCc3cccnc3)c12. Reaction SMILES: [CH3:35][N:36]1[CH2:37][CH2:38][CH2:39][C:40]1=[O:41].[CH3:42][CH2:43][O:44][C:45](=[O:46])[CH3:47].[CH:1]1([CH2:7][CH2:8][NH:9][C:10](=[O:11])[c:12]2[o:13][c:14]3[c:15]([c:16]2[CH3:17])[c:18]([O:22][CH2:23][CH2:24][CH2:25][Br:26])[cH:19][cH:20][cH:21]3)[CH2:2][CH2:3][CH2:4][CH2:5][CH2:6]1.[cH:27]1[c:28]([CH2:33][NH2:34])[cH:29][cH:30][cH:31][n:32]1>>[CH:1]1([CH2:7][CH2:8][NH:9][C:10](=[O:11])[c:12]2[o:13][c:14]3[c:15]([c:16]2[CH3:17])[c:18]([O:22][CH2:23][CH2:24][CH2:25][NH:34][CH2:33][c:28]2[cH:27][n:32][cH:31][cH:30][cH:29]2)[cH:19][cH:20][cH:21]3)[CH2:2][CH2:3][CH2:4][CH2:5][CH2:6]1. Starting materials: ClCCl, O=[N+]([O-])c1ccc(CBr)cc1, c1ccc(P(c2ccccc2)c2ccccc2)cc1. Product: [Br-], O=[N+]([O-])c1ccc(C[P+](c2ccccc2)(c2ccccc2)c2ccccc2)cc1. As a reaction SMILES: [Cl:31][CH2:32][Cl:33].[N+:20](=[O:21])([O-:22])[c:23]1[cH:24][cH:25][c:26]([CH2:27][Br:28])[cH:29][cH:30]1.[c:1]1([P:7]([c:8]2[cH:9][cH:10][cH:11][cH:12][cH:13]2)[c:14]2[cH:15][cH:16][cH:17][cH:18][cH:19]2)[cH:2][cH:3][cH:4][cH:5][cH:6]1>>[Br-:28].[c:1]1([P+:7]([c:8]2[cH:9][cH:10][cH:11][cH:12][cH:13]2)([c:14]2[cH:15][cH:16][cH:17][cH:18][cH:19]2)[CH2:27][c:26]2[cH:25][cH:24][c:23]([N+:20](=[O:21])[O-:22])[cH:30][cH:29]2)[cH:2][cH:3][cH:4][cH:5][cH:6]1. Reactants: C[Si](N=[S@](C1=CC=CC=C1)(=O)C)(C)C ((S)-trimethyl{[methyl(oxo)phenyl-λ6-sulfanylidene]amino}silane), ClC(=O)OCC (ethyl chloroformate), CC1(NC(CCC1)(C)C)C (2,2,6,6-tetra-methylpiperidine), [Li]CCCC (n-BuLi), [NH4+].[Cl-] (NH4Cl). Run in C1CCOC1 (THF), C1CCOC1 (THF). Run at temperature 0 celsius, time 10 minute. Yields the product C1(=CC=CC=C1)[S@](=O)(=N[Si](C)(C)C)CC(=O)OCC ((S)-Ethyl [S-phenyl-N-(trimethylsilyl)sulfonimidoyl]acetate). RXN SMILES: CC1(C)CCCC(C)(C)N1.[Li]CCCC.[CH3:16][Si:17]([CH3:29])([CH3:28])[N:18]=[S@@:19]([CH3:27])(=[O:26])[C:20]1[CH:25]=[CH:24][CH:23]=[CH:22][CH:21]=1.Cl[C:31]([O:33][CH2:34][CH3:35])=[O:32].[NH4+].[Cl-]>C1COCC1>[C:20]1([S@@:19]([CH2:27][C:31]([O:33][CH2:34][CH3:35])=[O:32])(=[N:18][Si:17]([CH3:29])([CH3:28])[CH3:16])=[O:26])[CH:25]=[CH:24][CH:23]=[CH:22][CH:21]=1 |f:4.5|. Reported procedure: To a 100 mL round bottom flask equipped with a magnetic stir-bar and a rubber septum was added a solution of 2,2,6,6-tetra-methylpiperidine (8.91 mL, 52.5 mmol) in anhydrous THF (22 mL). The solution was cooled to 0° C. and was treated with n-BuLi (18 mL, 45 mmol) (2.5 M in hexanes) via a syringe. The resulting solution was stirred for 10 min at 0° C., cooled to −78° C., and treated dropwise with a solution of (S)-trimethyl{[methyl(oxo)phenyl-λ6-sulfanylidene]amino}silane (18.7 mmol) in THF (10 ... Reactants: CCO, COC(=O)c1cc2cc(Cl)ccc2cn1, [K+], [OH-], O. Yields the product O=C(O)c1cc2cc(Cl)ccc2cn1. Reaction SMILES: [CH3:19][CH2:20][OH:21].[Cl:1][c:2]1[cH:3][c:4]2[cH:5][c:6]([C:12](=[O:13])[O:14][CH3:15])[n:7][cH:8][c:9]2[cH:10][cH:11]1.[K+:17].[OH-:16].[OH2:18]>>[Cl:1][c:2]1[cH:3][c:4]2[cH:5][c:6]([C:12](=[O:13])[OH:14])[n:7][cH:8][c:9]2[cH:10][cH:11]1.